Task: describe an organic reaction: reactants, conditions, products, and yield. Dataset: the Open Reaction Database (ORD), a public repository of structured organic reaction records The reactants are NC(=O)c1cccc(-c2nc3ccc(Br)cc3o2)c1, CN(C)C=O, O=C(Cl)C(=O)Cl, O, c1ccncc1. The product is N#Cc1cccc(-c2nc3ccc(Br)cc3o2)c1. RXN SMILES: [Br:1][c:2]1[cH:3][c:4]2[c:5]([n:6][c:7](-[c:9]3[cH:10][c:11]([C:12](=[O:13])[NH2:14])[cH:15][cH:16][cH:17]3)[o:8]2)[cH:18][cH:19]1.[CH:26]([N:27]([CH3:28])[CH3:29])=[O:30].[Cl:31][C:32]([C:33]([Cl:34])=[O:35])=[O:36].[OH2:37].[cH:20]1[cH:21][cH:22][n:23][cH:24][cH:25]1>>[Br:1][c:2]1[cH:3][c:4]2[c:5]([n:6][c:7](-[c:9]3[cH:10][c:11]([C:12]#[N:14])[cH:15][cH:16][cH:17]3)[o:8]2)[cH:18][cH:19]1. The reactants are FC=1C=CC=2NC=CC2C1. The reagents and catalysts are O1B(OC(C)(C)C1(C)C)B2OC(C)(C)C(O2)(C)C, [Ni](=C1N(C=CN1C=2C(=CC(=CC2C)C)C)C=3C(=CC(=CC3C)C)C)=C4N(C=CN4C=5C(=CC(=CC5C)C)C)C=6C(=CC(=CC6C)C)C. Run in CCCCCC. Reaction conditions: temperature 60 celsius, time 4 hour. The product is FC=1C=CC=2NC=C(B3OC(C)(C)C(O3)(C)C)C2C1. The yield is 79.0%. The reactants are N (ammonia), 4',5'-dihydrospiro[5α-androst-1-ene-17,2'(3'H)-furan]-3,4'-dione, O1C2(CC(C1)=O)[C@]1(C)[C@@H](CC2)[C@@H]2CCC3=CC(C=C[C@]3(C)[C@H]2CC1)=O (4',5'-dihydrospiro[androsta-1,4-diene-17,2'(3'H)-furan]-3,4'-dione), [Li] (lithium), ClC1=C(C(C(=C(C1=O)C#N)C#N)=O)Cl (dichlorodicyanobenzoquinone). Solvent: O1CCOCC1 (dioxane), O1CCCC1 (tetrahydrofuran). The product is O1C2(CC(C1)=O)[C@]1(C)[C@@H](CC2)[C@@H]2CCC3=CC(CC[C@]3(C)[C@H]2CC1)=O (4',5'-dihydrospiro[androst-4-ene-17,2'(3'H)-furan]-3,4'-dione). RXN SMILES: ClC1C(=O)C(C#N)=C(C#N)C(=O)C=1Cl.[O:15]1[CH2:19][C:18](=[O:20])[CH2:17][C:16]21[CH2:25][CH2:24][C@H:23]1[C@H:26]3[C@H:36]([CH2:37][CH2:38][C@:21]21[CH3:22])[C@:34]1([CH3:35])[C:29](=[CH:30][C:31](=[O:39])[CH:32]=[CH:33]1)[CH2:28][CH2:27]3.N.[Li]>O1CCOCC1.O1CCCC1>[O:15]1[CH2:19][C:18](=[O:20])[CH2:17][C:16]21[CH2:25][CH2:24][C@H:23]1[C@H:26]3[C@H:36]([CH2:37][CH2:38][C@:21]21[CH3:22])[C@:34]1([CH3:35])[C:29](=[CH:30][C:31](=[O:39])[CH2:32][CH2:33]1)[CH2:28][CH2:27]3 |^1:40|. Procedure: The compounds of this invention defined by the introductory formula when R therein represents methyl can be prepared as follows: 21-(Hydroxymethyl)-5α,17α-pregn-20-ene-3β,17-diol, upon prolonged contact with p-toluenesulfonyl chloride in pyridine, affords spiro[5α-androstane-17,2' (5'H)-furan]-3β-ol, from which, upon consecutive contact in cold tetrahydrofuran under nitrogen with borane and sodium peroxide (formed in situ), 4',5'-dihydrospiro[5α-androstane-17,2'(3'H)-furan] -3β,4'-diol is obtain... Reactants: c1(cc(ccc1)C#N)B(O)O, c12c([nH]cc1I)ncnc2Cl. Reagents/catalysts: c1ccc(cc1)-c2c3ccccc3cc4ccccc24 (9-Phenylanthracene), [O-]P(=O)([O-])[O-].[K+].[K+].[K+]   (K3PO4), O (water), c1(c2c(P(C3CCCCC3)C3CCCCC3)cccc2)c(cc(cc1C(C)C)C(C)C)C(C)C (Pd(OAc)2/XPhos), C(O[Pd]OC(C)=O)(C)=O (Pd(OAc)2). Solvent: C1CCOC1 (THF). Reaction conditions: temperature 50 celsius, time nan hour. Product: Clc1ncnc2[nH]cc(c3cccc(c3)C#N)c12. Reaction SMILES: [Cl:1][c:2]1[c:10]([c:6]2[n:5][cH:4][n:3]1)[c:9](I)[cH:8][nH:7]2.OB([c:11]1[cH:16][c:15]([C:17]#[N:18])[cH:14][cH:13][cH:12]1)O>>[Cl:1][c:2]1[c:10]([c:6]2[n:5][cH:4][n:3]1)[c:9]([c:11]3[cH:16][c:15]([C:17]#[N:18])[cH:14][cH:13][cH:12]3)[cH:8][nH:7]2. Starting materials: ClC=1C=CC2=C(C(=NCC(=N2)NN)C2=C(C=CC=C2)Cl)C1 (7-chloro-2-hydrazino-5-(o-chlorophenyl)-3H-1,4-benzodiazepine), O=C(C(=O)O)CCC (α-oxopentanoic acid). Yields the product ClC=1C=CC2=C(C(=NCC(=N2)NN=C(CCC)C(=O)O)C2=C(C=CC=C2)Cl)C1 (7-chloro-2-[(1-carboxybutylidene)hydrazino]-5-(o-chlorophenyl)-3H-1,4-benzodiazepine). RXN SMILES: [Cl:1][C:2]1[CH:3]=[CH:4][C:5]2[N:11]=[C:10]([NH:12][NH2:13])[CH2:9][N:8]=[C:7]([C:14]3[CH:19]=[CH:18][CH:17]=[CH:16][C:15]=3[Cl:20])[C:6]=2[CH:21]=1.O=[C:23]([CH2:27][CH2:28][CH3:29])[C:24]([OH:26])=[O:25]>>[Cl:1][C:2]1[CH:3]=[CH:4][C:5]2[N:11]=[C:10]([NH:12][N:13]=[C:23]([C:24]([OH:26])=[O:25])[CH2:27][CH2:28][CH3:29])[CH2:9][N:8]=[C:7]([C:14]3[CH:19]=[CH:18][CH:17]=[CH:16][C:15]=3[Cl:20])[C:6]=2[CH:21]=1. Reported procedure: In the manner given in Example 9, 7-chloro-2-hydrazino-5-(o-chlorophenyl)-3H-1,4-benzodiazepine can be stirred with α-oxopentanoic acid at room temperature to give 7-chloro-2-[(1-carboxybutylidene)hydrazino]-5-(o-chlorophenyl)-3H-1,4-benzodiazepine.